Dataset: the Open Reaction Database (ORD), a public repository of structured organic reaction records. Task: describe an organic reaction: reactants, conditions, products, and yield The reactants are CS(=O)(=O)O, CC(C)O, CC(C)c1nnc2ccc(-c3ocnc3-c3cc(F)ccc3F)cn12. Yields the product CS(=O)(=O)O, CC(C)c1nnc2ccc(-c3ocnc3-c3cc(F)ccc3F)cn12. Reaction SMILES: [CH3:26][S:27]([OH:28])(=[O:29])=[O:30].[CH:31]([OH:32])([CH3:33])[CH3:34].[F:1][c:2]1[c:3](-[c:9]2[n:10][cH:11][o:12][c:13]2-[c:14]2[cH:15][cH:16][c:17]3[n:18]([cH:19]2)[c:20]([CH:23]([CH3:24])[CH3:25])[n:21][n:22]3)[cH:4][c:5]([F:8])[cH:6][cH:7]1>>[CH3:26][S:27](=[O:28])(=[O:29])[OH:30].[F:1][c:2]1[c:3](-[c:9]2[n:10][cH:11][o:12][c:13]2-[c:14]2[cH:15][cH:16][c:17]3[n:18]([cH:19]2)[c:20]([CH:23]([CH3:24])[CH3:25])[n:21][n:22]3)[cH:4][c:5]([F:8])[cH:6][cH:7]1. Reactants: FC(C(=O)O)(F)F (Trifluoroacetic acid), C(C)(=O)OCC=1CS[C@H]2N(C1C(=O)OC(C)(C)C)C([C@H]2NC(\C(\C=2N=C(SC2)NC(C2=CC=CC=C2)(C2=CC=CC=C2)C2=CC=CC=C2)=N/OC(C)(C)C(=O)OC(C)(C)C)=O)=O (t-Butyl (6R,7R)-3-Acetoxymethyl-7-[(Z)-2-(2-t-butoxycarbonylprop-2-oxyimino)-2-(2-tritylaminothiazol-4-yl)acetamido]ceph-3-em-4-carboxylate). The solvent is C1(=CC=CC=C1)OC (anisole). Conditions: time 2 hour. The product is C(C)(=O)OCC=1CS[C@H]2N(C1C(=O)O)C([C@H]2NC(\C(=N/OC(C)(C)C(=O)O)\C=2N=C(SC2)N)=O)=O ((6R,7R)-3-Acetoxymethyl-7-[(Z)-2-(2-aminothiazol-4-yl)-2-(2-carboxyprop-2-oxyimino)acetamido]ceph-3-em-4-carboxylic acid). Isolated yield 64.1%. RXN SMILES: FC(F)(F)C(O)=O.[C:8]([O:11][CH2:12][C:13]1[CH2:14][S:15][C@@H:16]2[C@H:27]([NH:28][C:29](=[O:68])/[C:30](=[N:56]\[O:57][C:58]([C:61]([O:63]C(C)(C)C)=[O:62])([CH3:60])[CH3:59])/[C:31]3[N:32]=[C:33]([NH:36]C(C4C=CC=CC=4)(C4C=CC=CC=4)C4C=CC=CC=4)[S:34][CH:35]=3)[C:26](=[O:69])[N:17]2[C:18]=1[C:19]([O:21]C(C)(C)C)=[O:20])(=[O:10])[CH3:9]>C1(OC)C=CC=CC=1>[C:8]([O:11][CH2:12][C:13]1[CH2:14][S:15][C@@H:16]2[C@H:27]([NH:28][C:29](=[O:68])/[C:30](/[C:31]3[N:32]=[C:33]([NH2:36])[S:34][CH:35]=3)=[N:56]\[O:57][C:58]([C:61]([OH:63])=[O:62])([CH3:60])[CH3:59])[C:26](=[O:69])[N:17]2[C:18]=1[C:19]([OH:21])=[O:20])(=[O:10])[CH3:9]. Procedure: Trifluoroacetic acid (18 ml) was added to a solution of the product of Stage (a) (2.4 g) in anisole (18 ml) at 0°. The mixture was stirred at room temperature for 2 hours and concentrated. The residue was dissolved in ethyl acetate and extracted with saturated sodium bicarbonate solution. The pH of the aqueous extracts was adjusted to 6, and the solution washed with ethyl acetate. The aqueous phase was acidified to pH 1.5 under ethyl acetate, saturated with sodium chloride, and extracted with et... The reactants are O=C(n1ccnc1)n1ccnc1, CCNc1nc(SC)ncc1CNc1cc(OC)cc(OC)c1Cl, [H-], [Na+], CN(C)C=O. Yields the product CCN1C(=O)N(c2cc(OC)cc(OC)c2Cl)Cc2cnc(SC)nc21. As a reaction SMILES: [C:27](=[O:28])([n:29]1[cH:30][cH:31][n:32][cH:33]1)[n:34]1[cH:35][cH:36][n:37][cH:38]1.[Cl:1][c:2]1[c:3]([NH:12][CH2:13][c:14]2[c:15]([NH:22][CH2:23][CH3:24])[n:16][c:17]([S:20][CH3:21])[n:18][cH:19]2)[cH:4][c:5]([O:10][CH3:11])[cH:6][c:7]1[O:8][CH3:9].[H-:25].[Na+:26].[O:39]=[CH:40][N:41]([CH3:42])[CH3:43]>>[Cl:1][c:2]1[c:3]([N:12]2[CH2:13][c:14]3[c:15]([n:16][c:17]([S:20][CH3:21])[n:18][cH:19]3)[N:22]([CH2:23][CH3:24])[C:27]2=[O:28])[cH:4][c:5]([O:10][CH3:11])[cH:6][c:7]1[O:8][CH3:9]. The reactants are S([O-])(O)=O.[Na+] (sodium bisulfite), solution, C(C)(C)(C)O (tert. Butanol), C[N+]1(CCOCC1)[O-] (N-methyl-morpholine-N-oxide), C(C1=CC=CC=C1)N1CC(C=CC1)C (1-Benzyl-3-(R,S)-methyl-1,2,3,6-tetrahydro-pyridine). Reagents/catalysts: [Os](=O)(=O)(=O)=O (osmium tetroxide). Solvent: O (water), CC(=O)C (acetone). Run at time 24 hour. Yields the product C(C1=CC=CC=C1)N1CC(C(C(C1)C)O)O ((3RS,4SR,5RS)-1-Benzyl-5-methyl-piperidine-3,4-diol). Reaction SMILES: [CH2:1]([N:8]1CC=C[CH:10]([CH3:14])[CH2:9]1)[C:2]1[CH:7]=[CH:6][CH:5]=[CH:4][CH:3]=1.C[N+]1([O-])CC[O:19]CC1.[C:23]([OH:27])([CH3:26])(C)[CH3:24].S(=O)(O)[O-].[Na+]>O.CC(C)=O.[Os](=O)(=O)(=O)=O>[CH2:1]([N:8]1[CH2:9][CH:10]([CH3:14])[CH:24]([OH:19])[CH:23]([OH:27])[CH2:26]1)[C:2]1[CH:7]=[CH:6][CH:5]=[CH:4][CH:3]=1 |f:3.4|. Procedure: 37 (570 mg, 3 mmol) is dissolved in 10 ml of a 1:1 mixture of water and acetone. After addition of N-methyl-morpholine-N-oxide (529 mg, 4.5 mmol), a 2.5% solution of osmium tetroxide in tert. Butanol (527 ul, 52 umol) is added. The mixture is stirred at room temperature for 24 h. Then 10 ml of a saturated sodium bisulfite solution is added. After 15 min stirring at room temperature, the reaction mixture is extracted with ethyl acetate. The organic layers are washed subsequently with 1N NaOH and ... Starting materials: CCOC(=O)COc1cc(CNc2nc3ccccc3n2C2OC(CO)C(O)C2O)ccc1-c1ccccc1, Cl, [Na+], C1CCOC1, [OH-]. Product: O=C(O)COc1cc(CNc2nc3ccccc3n2C2OC(CO)C(O)C2O)ccc1-c1ccccc1. RXN SMILES: [CH2:1]([CH3:2])[O:3][C:4](=[O:5])[CH2:6][O:7][c:8]1[cH:9][c:10]([CH2:11][NH:12][c:13]2[n:14][c:15]3[c:16]([n:17]2[CH:18]2[CH:19]([OH:20])[CH:21]([OH:22])[CH:23]([CH2:25][OH:26])[O:24]2)[cH:27][cH:28][cH:29][cH:30]3)[cH:31][cH:32][c:33]1-[c:34]1[cH:35][cH:36][cH:37][cH:38][cH:39]1.[ClH:42].[Na+:41].[O:43]1[CH2:44][CH2:45][CH2:46][CH2:47]1.[OH-:40]>>[O:3]=[C:4]([OH:5])[CH2:6][O:7][c:8]1[cH:9][c:10]([CH2:11][NH:12][c:13]2[n:14][c:15]3[c:16]([n:17]2[CH:18]2[CH:19]([OH:20])[CH:21]([OH:22])[CH:23]([CH2:25][OH:26])[O:24]2)[cH:27][cH:28][cH:29][cH:30]3)[cH:31][cH:32][c:33]1-[c:34]1[cH:35][cH:36][cH:37][cH:38][cH:39]1.